Dataset: the Open Reaction Database (ORD), a public repository of structured organic reaction records. Task: describe an organic reaction: reactants, conditions, products, and yield The reactants are CC(C)(C)S(=O)O, [Cl-], ClCCl, Cn1c(Nc2cc(CN)ccc2Cl)nc2cc(Cl)c(N3CCC(C(F)(F)F)CC3)cc21, O. The product is Cn1c(Nc2cc(CNS(=O)C(C)(C)C)ccc2Cl)nc2cc(Cl)c(N3CCC(C(F)(F)F)CC3)cc21. Reaction SMILES: [CH3:2][C:3]([CH3:4])([CH3:5])[S:6](=[O:7])[OH:8].[Cl-:1].[Cl:41][CH2:42][Cl:43].[Cl:9][c:10]1[c:11]([NH:18][c:19]2[n:20][c:21]3[c:22]([n:23]2[CH3:24])[cH:25][c:26]([N:30]2[CH2:31][CH2:32][CH:33]([C:36]([F:37])([F:38])[F:39])[CH2:34][CH2:35]2)[c:27]([Cl:29])[cH:28]3)[cH:12][c:13]([CH2:14][NH2:15])[cH:16][cH:17]1.[OH2:40]>>[CH3:2][C:3]([CH3:4])([CH3:5])[S:6](=[O:8])[NH:15][CH2:14][c:13]1[cH:12][c:11]([NH:18][c:19]2[n:20][c:21]3[c:22]([n:23]2[CH3:24])[cH:25][c:26]([N:30]2[CH2:31][CH2:32][CH:33]([C:36]([F:37])([F:38])[F:39])[CH2:34][CH2:35]2)[c:27]([Cl:29])[cH:28]3)[c:10]([Cl:9])[cH:17][cH:16]1. Starting materials: COC(=O)c1ccc(CN(C(=O)OC(C)(C)C)S(=O)(=O)c2cc(C(=O)NN3c4ccccc4CC3C)ccc2Cl)cc1, CC#N, [Li+], [OH-], O. Product: CC1Cc2ccccc2N1NC(=O)c1ccc(Cl)c(S(=O)(=O)N(Cc2ccc(C(=O)O)cc2)C(=O)OC(C)(C)C)c1. As a reaction SMILES: [C:1]([CH3:2])([CH3:3])([CH3:4])[O:5][C:6](=[O:7])[N:8]([S:9](=[O:10])(=[O:11])[c:12]1[c:13]([Cl:31])[cH:14][cH:15][c:16]([C:18]([NH:19][N:20]2[CH:21]([CH3:29])[CH2:22][c:23]3[cH:24][cH:25][cH:26][cH:27][c:28]32)=[O:30])[cH:17]1)[CH2:32][c:33]1[cH:34][cH:35][c:36]([C:37](=[O:38])[O:39][CH3:40])[cH:41][cH:42]1.[CH3:45][C:46]#[N:47].[Li+:43].[OH-:44].[OH2:48]>>[C:1]([CH3:2])([CH3:3])([CH3:4])[O:5][C:6](=[O:7])[N:8]([S:9](=[O:10])(=[O:11])[c:12]1[c:13]([Cl:31])[cH:14][cH:15][c:16]([C:18]([NH:19][N:20]2[CH:21]([CH3:29])[CH2:22][c:23]3[cH:24][cH:25][cH:26][cH:27][c:28]32)=[O:30])[cH:17]1)[CH2:32][c:33]1[cH:34][cH:35][c:36]([C:37](=[O:38])[OH:39])[cH:41][cH:42]1. Reactants: N[C@@H](CCCNC(N)=N)C(=O)O (L-arginine), C1(CCCCC1)C(=O)Cl (cyclohexanoyl chloride). Run in P(=O)([O-])([O-])[O-].[Na+].[Na+].[Na+] (Sodium Phosphate), P(=O)([O-])([O-])[O-].[Na+].[Na+].[Na+] (sodium phosphate). Yields the product N[C@@H](CC1=CNC2=CC=CC=C12)C(=O)O (Tryptophan). Reaction SMILES: [NH2:1][C@H:2]([C:10]([OH:12])=[O:11])[CH2:3][CH2:4][CH2:5][NH:6][C:7](=N)N.[CH:13]1(C(Cl)=O)[CH2:18][CH2:17]C[CH2:15][CH2:14]1>P([O-])([O-])([O-])=O.[Na+].[Na+].[Na+]>[NH2:1][C@H:2]([C:10]([OH:12])=[O:11])[CH2:3][C:4]1[C:17]2[C:7](=[CH:15][CH:14]=[CH:13][CH:18]=2)[NH:6][CH:5]=1 |f:2.3.4.5|. Procedure: A stock solution of 9.1 mg/mL α-interferon in 20 mM sodium phosphate buffer at pH 7.2 was prepared. A stock solution of perturbant was prepared by dissolving 800 mg of perturbant (L-arginine acylated with cyclohexanoyl chloride) in 2 mL of 20 mM Sodium Phosphate buffer (pH 7). Starting materials: COC=1C=C(C=CC1OC)C1=C(C(=O)OCC)C=CC(=C1)C(F)(F)F (ethyl 2-(3,4-dimethoxyphenyl)-4-(trifluoromethyl)benzoate), [OH-].[Na+] (sodium hydroxide). Solvent: C(C)O (ethanol). The product is COC=1C=C(C=CC1OC)C1=C(C(=O)O)C=CC(=C1)C(F)(F)F (2-(3,4-dimethoxyphenyl)-4-(trifluoromethyl)benzoic acid). Yield: 89.9%. Reaction SMILES: [CH3:1][O:2][C:3]1[CH:4]=[C:5]([C:11]2[CH:21]=[C:20]([C:22]([F:25])([F:24])[F:23])[CH:19]=[CH:18][C:12]=2[C:13]([O:15]CC)=[O:14])[CH:6]=[CH:7][C:8]=1[O:9][CH3:10].[OH-].[Na+]>C(O)C>[CH3:1][O:2][C:3]1[CH:4]=[C:5]([C:11]2[CH:21]=[C:20]([C:22]([F:23])([F:25])[F:24])[CH:19]=[CH:18][C:12]=2[C:13]([OH:15])=[O:14])[CH:6]=[CH:7][C:8]=1[O:9][CH3:10] |f:1.2|. Reported procedure: 1000 ml of absolute ethanol, 290 g (0.82 mol) of ethyl 2-(3,4-dimethoxyphenyl)-4-(trifluoromethyl)benzoate and 170 ml (0.164 mol) of 10N sodium hydroxide solution are introduced successively into a 2-liter round-bottomed flask. The reaction mixture is brought to reflux for two hours and then evaporated to dryness under reduced pressure. The residue is taken up in 2.5 liters of water and extracted successively with 500 ml of ethyl acetate and 500 ml of pentane. 500 g of crushed ice are added to t... The product is CC(C(C)O)O (2,3-butanediol), OC(C(C)=O)C (acetoin), xylan. As a reaction SMILES: [CH2:1]([OH:3])[CH3:2].[C:4]([OH:7])(=O)[CH3:5]>>[CH3:2][CH:1]([OH:3])[CH:4]([OH:7])[CH3:5].[OH:7][CH:4]([CH3:5])[C:1](=[O:3])[CH3:2]. Procedure details: Combined hydrolysis and fermentation of hemicelluloses for the direct production of fuels and chemicals: Xylanase enzyme preparations from 1 can be used in conjunction with fermentative organisms to simultaneously hydrolyze hemicellulose to sugars and ferment the sugars released to a variety of fuels and chemicals. An example of this is the use of Klebisella pneumoniae (Klebsiella oxytoca ATCC 8724) with the enzyme preparation to produce 2,3-butanediol, ethanol, acetoin, and acetic acid from xyl... Starting materials: C(C)O (ethanol), C(C)(=O)O (acetic acid), hemicellulose, sugars, hemicelluloses, sugars. Reactants: C(C1=CC=CC=C1)N(C([C@H](CC1=CC=CC=C1)N(C(=O)OC(C)(C)C)CCC=O)=O)C ((S)-N-benzyl-N-methyl-2-[N'-(t-butoxycarbonyl)-3-oxo-propylamino]-3-phenyl-propionamide), Cl.N1C=C(C2=CC=CC=C12)C[C@@H](CC(=O)O)N ((S)-2-(1H-indol-3-yl)-1-carboxymethyl-ethylamine hydrochloride salt). Product: C(C1=CC=CC=C1)N(C([C@H](CC1=CC=CC=C1)N(C(=O)OC(C)(C)C)CCCN[C@@H](CC1=CNC2=CC=CC=C12)CC(=O)O)=O)C ((S)-N-Benzyl-N-methyl-2-[[(S)-2-(1H-indol-3-yl)-1-carboxymethyl-ethylamino]-N'-(t-butoxycarbonyl)-propylamino]-3-phenyl-propionamide). RXN SMILES: [CH2:1]([N:8]([CH3:31])[C:9](=[O:30])[C@@H:10]([N:18]([CH2:26][CH2:27][CH:28]=O)[C:19]([O:21][C:22]([CH3:25])([CH3:24])[CH3:23])=[O:20])[CH2:11][C:12]1[CH:17]=[CH:16][CH:15]=[CH:14][CH:13]=1)[C:2]1[CH:7]=[CH:6][CH:5]=[CH:4][CH:3]=1.Cl.[NH:33]1[C:41]2[C:36](=[CH:37][CH:38]=[CH:39][CH:40]=2)[C:35]([CH2:42][C@H:43]([NH2:48])[CH2:44][C:45]([OH:47])=[O:46])=[CH:34]1>>[CH2:1]([N:8]([CH3:31])[C:9](=[O:30])[C@@H:10]([N:18]([CH2:26][CH2:27][CH2:28][NH:48][C@H:43]([CH2:44][C:45]([OH:47])=[O:46])[CH2:42][C:35]1[C:36]2[C:41](=[CH:40][CH:39]=[CH:38][CH:37]=2)[NH:33][CH:34]=1)[C:19]([O:21][C:22]([CH3:24])([CH3:23])[CH3:25])=[O:20])[CH2:11][C:12]1[CH:17]=[CH:16][CH:15]=[CH:14][CH:13]=1)[C:2]1[CH:7]=[CH:6][CH:5]=[CH:4][CH:3]=1 |f:1.2|. Procedure: Prepare by the method of Example 1 using (S)-N-benzyl-N-methyl-2-[N'-(t-butoxycarbonyl)-3-oxo-propylamino]-3-phenyl-propionamide (2 mmol) and (S)-2-(1H-indol-3-yl)-1-carboxymethyl-ethylamine hydrochloride salt ((S)-tryptophan methyl ester hydrochloride salt) (2 mmol). Purify by chromatography to give the title compound. Reactants: CCN(C(C)C)C(C)C, CC(=O)N1CCC(C(=O)N(CCCN2CC3CNCC3C2)c2ccc(C)c(Cl)c2)CC1, O=S(=O)(Cl)c1ccc(F)cc1Cl, ClCCl. As a reaction SMILES: [CH:32]([N:33]([CH2:34][CH3:35])[CH:36]([CH3:37])[CH3:38])([CH3:39])[CH3:40].[Cl:1][c:2]1[cH:3][c:4]([N:9]([C:10](=[O:11])[CH:12]2[CH2:13][CH2:14][N:15]([C:18]([CH3:19])=[O:20])[CH2:16][CH2:17]2)[CH2:21][CH2:22][CH2:23][N:24]2[CH2:25][CH:26]3[CH2:27][NH:28][CH2:29][CH:30]3[CH2:31]2)[cH:5][cH:6][c:7]1[CH3:8].[Cl:41][c:42]1[c:43]([S:49](=[O:50])(=[O:51])[Cl:52])[cH:44][cH:45][c:46]([F:48])[cH:47]1.[Cl:53][CH2:54][Cl:55]>>[Cl:1][c:2]1[cH:3][c:4]([N:9]([C:10](=[O:11])[CH:12]2[CH2:13][CH2:14][N:15]([C:18]([CH3:19])=[O:20])[CH2:16][CH2:17]2)[CH2:21][CH2:22][CH2:23][N:24]2[CH2:25][CH:26]3[CH2:27][N:28]([S:49]([c:43]4[c:42]([Cl:41])[cH:47][c:46]([F:48])[cH:45][cH:44]4)(=[O:50])=[O:51])[CH2:29][CH:30]3[CH2:31]2)[cH:5][cH:6][c:7]1[CH3:8]. Yields the product CC(=O)N1CCC(C(=O)N(CCCN2CC3CN(S(=O)(=O)c4ccc(F)cc4Cl)CC3C2)c2ccc(C)c(Cl)c2)CC1. The reactants are COC=1C=C(C=CC1OC)C1=NNC([C@H]2CCCC[C@@H]12)=O ((cis)-4-(3,4-Dimethoxyphenyl)-4a,5,6,7,8,8a-hexahydro-2H-phthalazin-1-one), C(C=C)Cl (allylchloride), COC=1C=C(C=CC1OC)C1=NN(C([C@H]2CCCC[C@@H]12)=O)C ((cis)-4-(3,4-Dimethoxyphenyl)-2-methyl-4a,5,6,7,8,8a-hexahydro-2H-phthalazin-1-one). The product is C(C=C)N1C([C@H]2CCCC[C@H]2C(=N1)C1=CC(=C(C=C1)OC)OC)=O ((cis)-2-Allyl-4-(3,4-dimethoxyphenyl)-4a,5,6,7,8,8a-hexahydro-2H-phthalazin-1-one). RXN SMILES: [CH3:1][O:2][C:3]1[CH:4]=[C:5]([C:11]2[C@H:20]3[C@H:15]([CH2:16][CH2:17][CH2:18][CH2:19]3)[C:14](=[O:21])[NH:13][N:12]=2)[CH:6]=[CH:7][C:8]=1[O:9][CH3:10].[CH2:22](Cl)[CH:23]=[CH2:24].COC1C=C(C2[C@H]3[C@H](CCCC3)C(=O)N(C)N=2)C=CC=1OC>>[CH2:24]([N:13]1[N:12]=[C:11]([C:5]2[CH:6]=[CH:7][C:8]([O:9][CH3:10])=[C:3]([O:2][CH3:1])[CH:4]=2)[C@H:20]2[C@H:15]([CH2:16][CH2:17][CH2:18][CH2:19]2)[C:14]1=[O:21])[CH:23]=[CH2:22]. Reported procedure: Prepared from compound 1 and allylchloride as described for compound 8. Purified by chromatography (dichloromethane). Crystallized from petroleum ether (60-95° C.). M.p. 99-101° C. Reactants: O=C(Cl)c1ccc(Br)cc1, ClCCl, c1ccc(C2CNCCN2)cc1. Product: O=C(c1ccc(Br)cc1)N1CCNC(c2ccccc2)C1. As a reaction SMILES: [Br:13][c:14]1[cH:15][cH:16][c:17]([C:18](=[O:19])[Cl:20])[cH:21][cH:22]1.[Cl:23][CH2:24][Cl:25].[c:1]1([CH:7]2[NH:8][CH2:9][CH2:10][NH:11][CH2:12]2)[cH:2][cH:3][cH:4][cH:5][cH:6]1>>[c:1]1([CH:7]2[NH:8][CH2:9][CH2:10][N:11]([C:18]([c:17]3[cH:16][cH:15][c:14]([Br:13])[cH:22][cH:21]3)=[O:19])[CH2:12]2)[cH:2][cH:3][cH:4][cH:5][cH:6]1. Reactants: CCOC(=O)c1ccc(C=C(C)c2cc3c(s2)C(C)(C)CCC3(C)C)cc1, CCO, [K+], [OH-], O, O=S(=O)(O)O. Product: CC(=Cc1ccc(C(=O)O)cc1)c1cc2c(s1)C(C)(C)CCC2(C)C. Reaction SMILES: [CH3:1][C:2]1([CH3:27])[CH2:3][CH2:4][C:5]([CH3:25])([CH3:26])[c:6]2[s:7][c:8]([C:11](=[CH:12][c:13]3[cH:14][cH:15][c:16]([C:17](=[O:18])[O:19][CH2:20][CH3:21])[cH:22][cH:23]3)[CH3:24])[cH:9][c:10]21.[CH3:35][CH2:36][OH:37].[K+:29].[OH-:28].[OH2:38].[S:30](=[O:31])(=[O:32])([OH:33])[OH:34]>>[CH3:1][C:2]1([CH3:27])[CH2:3][CH2:4][C:5]([CH3:25])([CH3:26])[c:6]2[s:7][c:8]([C:11](=[CH:12][c:13]3[cH:14][cH:15][c:16]([C:17](=[O:18])[OH:19])[cH:22][cH:23]3)[CH3:24])[cH:9][c:10]21.